This data is from the Open Reaction Database (ORD), a public repository of structured organic reaction records. The task is: describe an organic reaction: reactants, conditions, products, and yield Starting materials: O=C(O)c1ccc(C2CC2)c(Cc2ccc(F)cc2)n1, CC(C)CC(N)C(N)=O. Product: CC(C)CC(NC(=O)c1ccc(C2CC2)c(Cc2ccc(F)cc2)n1)C(N)=O. Reaction SMILES: [CH:1]1([c:4]2[cH:5][cH:6][c:7]([C:18](=[O:19])[OH:20])[n:8][c:9]2[CH2:10][c:11]2[cH:12][cH:13][c:14]([F:17])[cH:15][cH:16]2)[CH2:2][CH2:3]1.[NH2:21][CH:22]([C:23](=[O:24])[NH2:25])[CH2:26][CH:27]([CH3:28])[CH3:29]>>[CH:1]1([c:4]2[cH:5][cH:6][c:7]([C:18](=[O:20])[NH:21][CH:22]([C:23](=[O:24])[NH2:25])[CH2:26][CH:27]([CH3:28])[CH3:29])[n:8][c:9]2[CH2:10][c:11]2[cH:12][cH:13][c:14]([F:17])[cH:15][cH:16]2)[CH2:2][CH2:3]1. Starting materials: C(C)OC(=O)C1=CC=C(C=C1)C1CCCC=2N1C=NC2 (5-(p-ethoxycarbonylphenyl)-5,6,7,8-tetrahydroimidazo[1,5-a]pyridine). Run in C(C)O (ethanol), [OH-].[Na+] (sodium hydroxide). Product: C(=O)(O)C1=CC=C(C=C1)C1CCCC=2N1C=NC2 (5-(p-Carboxyphenyl)-5,6,7,8-tetrahydroimidazo[1,5-a]pyridine). RXN SMILES: C([O:3][C:4]([C:6]1[CH:11]=[CH:10][C:9]([CH:12]2[N:17]3[CH:18]=[N:19][CH:20]=[C:16]3[CH2:15][CH2:14][CH2:13]2)=[CH:8][CH:7]=1)=[O:5])C>C(O)C.[OH-].[Na+]>[C:4]([C:6]1[CH:7]=[CH:8][C:9]([CH:12]2[N:17]3[CH:18]=[N:19][CH:20]=[C:16]3[CH2:15][CH2:14][CH2:13]2)=[CH:10][CH:11]=1)([OH:5])=[O:3] |f:2.3|. Procedure details: A solution of 0.66 g of 5-(p-ethoxycarbonylphenyl)-5,6,7,8-tetrahydroimidazo[1,5-a]pyridine in 8.0 ml of ethanol and 8.0 ml 1N sodium hydroxide is refluxed for 3 h, cooled and evaporated. The residue is partitioned between water and ethyl acetate. The aqueous phase is adjusted to pH 5 with concentrated sulfuric acid and the solid is filtered and air-dried to yield the title compound, m.p. 309°-310° (dec.).